The task is: describe an organic reaction: reactants, conditions, products, and yield. This data is from the Open Reaction Database (ORD), a public repository of structured organic reaction records. Starting materials: O=P(Cl)(Cl)Cl (POCl3), C1(=CC=CC=C1)C1=CC=2N(C=C1)C=CN2 (7-phenylimidazo[1,2-a]pyridine), O=P(Cl)(Cl)Cl (POCl3), P(=O)(Cl)(Cl)Cl (phosphorous oxychloride), CN(C=O)C (N,N-dimethylformamide). Run at temperature 90 celsius, time 4 hour. Yields the product C1(=CC=CC=C1)C1=CC=2N(C=C1)C(=CN2)C=O (7-phenylimidazo[1,2-a]pyridine-3-carbaldehyde). As a reaction SMILES: P(Cl)(Cl)(Cl)=O.[C:6]1([C:12]2[CH:17]=[CH:16][N:15]3[CH:18]=[CH:19][N:20]=[C:14]3[CH:13]=2)[CH:11]=[CH:10][CH:9]=[CH:8][CH:7]=1.CN(C)[CH:23]=[O:24]>>[C:6]1([C:12]2[CH:17]=[CH:16][N:15]3[C:18]([CH:23]=[O:24])=[CH:19][N:20]=[C:14]3[CH:13]=2)[CH:7]=[CH:8][CH:9]=[CH:10][CH:11]=1. Procedure: An oven dried flask under N2 was charged with 2 ml of N,N-dimethylformamide and phosphorous oxychloride (0.048 ml, 0.52 mmol) was added dropwise. 7-Phenylimidazo[1,2-a]pyridine (1-4, 0.100 g, 0.515 mmol) was added and the reaction was heated to 90° C. After 4 h additional POCl3 (0.048 ml, 0.52 mmol) was added and the reaction was heated overnight. Another sample of POCl3 (0.048 ml, 0.52 mmol) was added and heating was continued. After 4 h more, the reaction was cooled to ambient temperature. The... Starting materials: [Al+3], COC(=O)c1cc(C(OC)OC)ccc1OCc1ccccc1, [H-], [H-], [H-], [Na+], C1CCOC1, [OH-], O. Yields the product COC(OC)c1ccc(OCc2ccccc2)c(CO)c1. RXN SMILES: [Al+3:2].[CH2:5]([c:6]1[cH:7][cH:8][cH:9][cH:10][cH:11]1)[O:12][c:13]1[c:14]([C:15](=[O:16])[O:17][CH3:18])[cH:19][c:20]([CH:23]([O:24][CH3:25])[O:26][CH3:27])[cH:21][cH:22]1.[H-:1].[H-:3].[H-:4].[Na+:30].[O:31]1[CH2:32][CH2:33][CH2:34][CH2:35]1.[OH-:29].[OH2:28]>>[CH2:5]([c:6]1[cH:7][cH:8][cH:9][cH:10][cH:11]1)[O:12][c:13]1[c:14]([CH2:15][OH:16])[cH:19][c:20]([CH:23]([O:24][CH3:25])[O:26][CH3:27])[cH:21][cH:22]1. The reactants are O=C([O-])[O-], BrCc1ccccc1, ClCCCOc1ccc2c(c1)C13CCCCC1C(C2)NCC3, Cl, [K+], [K+], CN(C)C=O. Yields the product ClCCCOc1ccc2c(c1)C13CCCCC1C(C2)N(Cc1ccccc1)CC3. RXN SMILES: [C:24](=[O:25])([O-:26])[O-:27].[CH2:30]([c:31]1[cH:32][cH:33][cH:34][cH:35][cH:36]1)[Br:37].[Cl:1][CH2:2][CH2:3][CH2:4][O:5][c:6]1[cH:7][cH:8][c:9]2[c:18]([cH:19]1)[C:17]13[CH:12]([CH:11]([CH2:10]2)[NH:22][CH2:21][CH2:20]1)[CH2:13][CH2:14][CH2:15][CH2:16]3.[ClH:23].[K+:28].[K+:29].[O:38]=[CH:39][N:40]([CH3:41])[CH3:42]>>[Cl:1][CH2:2][CH2:3][CH2:4][O:5][c:6]1[cH:7][cH:8][c:9]2[c:18]([cH:19]1)[C:17]13[CH:12]([CH:11]([CH2:10]2)[N:22]([CH2:30][c:31]2[cH:32][cH:33][cH:34][cH:35][cH:36]2)[CH2:21][CH2:20]1)[CH2:13][CH2:14][CH2:15][CH2:16]3. Starting materials: [Na] (sodium), C(C)(=O)Cl (acetyl chloride), C(=O)NCC#C (3-formylaminopropyn), [N+](=O)([O-])CC (nitroethane), C[O-].[Na+] (sodium methoxide). The solvent is CO (methanol), CN(C(C)=O)C (DMA), CN(C(C)=O)C (N,N-dimethylacetamide). Run at temperature 5 celsius, time 8 hour. Yields the product C(=O)NCC1=CC(=NO1)C (5-formylaminomethyl-3-methylisoxazole). As a reaction SMILES: [N+:1]([CH2:4][CH3:5])([O-:3])=O.C[O-].[Na+].[Na].C(Cl)(=O)C.[CH:14]([NH:16][CH2:17][C:18]#[CH:19])=[O:15]>CN(C)C(=O)C.CO>[CH:14]([NH:16][CH2:17][C:18]1[O:3][N:1]=[C:4]([CH3:5])[CH:19]=1)=[O:15] |f:1.2,^1:8|. Reported procedure: A stirred solution of nitroethane (17.9 ml, 0.25 mol) in N,N-dimethylacetamide (DMA) (250 ml) was added dropwise at 25°-30° C. to a solution of sodium methoxide, prepared by dissolving sodium (5.75 g) in dry methanol. The reaction mixture was cooled to 5° C. and acetyl chloride (18.5 ml, 0.26 mol) was added at 5°-10° C. Then was added a solution of 3-formylaminopropyn (17 g, 0.20 mol) in DMA (15 ml), and stirring was continued at room temperature overnight. The solvent was removed in vacuo and t... The reactants are CC(C)(C)OC(N)=O, CC[SiH](CC)CC, CC#N, O=Cc1cc(OC(F)(F)F)ccc1O, O=C(O)C(F)(F)F. Yields the product NCc1cc(OC(F)(F)F)ccc1O. RXN SMILES: [C:15]([NH2:16])(=[O:17])[O:18][C:19]([CH3:20])([CH3:21])[CH3:22].[CH2:23]([SiH:24]([CH2:25][CH3:26])[CH2:27][CH3:28])[CH3:29].[CH3:37][C:38]#[N:39].[F:1][C:2]([O:3][c:4]1[cH:5][cH:6][c:7]([OH:12])[c:8]([CH:9]=[O:10])[cH:11]1)([F:13])[F:14].[OH:30][C:31]([C:32]([F:33])([F:34])[F:35])=[O:36]>>[F:1][C:2]([O:3][c:4]1[cH:5][cH:6][c:7]([OH:12])[c:8]([CH2:9][NH2:16])[cH:11]1)([F:13])[F:14]. Starting materials: C(C1=CC=CC=C1)[C@H](C(=O)N1C[C@@H](CCC1)CN(C)C)N(C([C@@H](CC1=CC2=CC=CC=C2C=C1)NC)=O)C ((2R)—N-[(1R)-1-benzyl-2-((3S)-3-((dimethylamino)methyl)piperidin-1-yl)-2-oxoethyl]-N-methyl-2-(methylamino)-3-(2-naphthyl)propionamide), C(C)N(C(C)C)C(C)C (ethyldiisopropylamine), Cl.CN(CCCN=C=NCC)C (N-(3-dimethylaminopropyl)-N′-ethylcarbodiimide hydrochloride), C(C)(C)(C)OC(=O)NC(C/C=C/C(=O)O)(C)C ((2E)-5-(tert-butoxycarbonylamino)-5-methylhex-2-enoic acid), ON1N=NC2=C1N=CC=C2 (1-hydroxy-7-azabenzotriazole). The solvent is ClCCl (dichloromethane), C(C)(=O)OCC (ethyl acetate), ClCCl (dichloromethane), CN(C=O)C (N,N-dimethylformamide). Run at temperature 0 celsius. Yields the product C(C)(C)(C)OC(NC1(CCC1)C\C=C\C(N(C)[C@H](CC1=CC2=CC=CC=C2C=C1)C(N(C)[C@@H](C(=O)N1C[C@@H](CCC1)CN(C)C)CC1=CC=CC=C1)=O)=O)=O ((1-{(2E)-3-[N-((1R)-1-{N-[(1R)-1-benzyl-2-((3S)-3-((dimethylamino)methyl)piperidin-1-yl)-2-oxoethyl]-N-methylcarbamoyl}-2-(2-naphthyl)ethyl)-N-methylcarbamoyl]allyl}cyclobutyl)-carbamic acid tert-butyl ester). The yield is 94.9%. As a reaction SMILES: Cl.[CH3:2]N(C)CCCN=C=NCC.[C:13]([O:17][C:18]([NH:20][C:21]([CH3:29])([CH3:28])[CH2:22]/[CH:23]=[CH:24]/[C:25]([OH:27])=O)=[O:19])([CH3:16])([CH3:15])[CH3:14].ON1C2N=CC=CC=2N=N1.[CH2:40]([C@@H:47]([N:60]([CH3:77])[C:61](=[O:76])[C@H:62]([NH:74][CH3:75])[CH2:63][C:64]1[CH:73]=[CH:72][C:71]2[C:66](=[CH:67][CH:68]=[CH:69][CH:70]=2)[CH:65]=1)[C:48]([N:50]1[CH2:55][CH2:54][CH2:53][C@@H:52]([CH2:56][N:57]([CH3:59])[CH3:58])[CH2:51]1)=[O:49])[C:41]1[CH:46]=[CH:45][CH:44]=[CH:43][CH:42]=1.C(N(C(C)C)C(C)C)C>ClCCl.CN(C)C=O.C(OCC)(=O)C>[C:13]([O:17][C:18](=[O:19])[NH:20][C:21]1([CH2:22]/[CH:23]=[CH:24]/[C:25](=[O:27])[N:74]([C@@H:62]([C:61](=[O:76])[N:60]([C@H:47]([CH2:40][C:41]2[CH:46]=[CH:45][CH:44]=[CH:43][CH:42]=2)[C:48]([N:50]2[CH2:55][CH2:54][CH2:53][C@@H:52]([CH2:56][N:57]([CH3:58])[CH3:59])[CH2:51]2)=[O:49])[CH3:77])[CH2:63][C:64]2[CH:73]=[CH:72][C:71]3[C:66](=[CH:67][CH:68]=[CH:69][CH:70]=3)[CH:65]=2)[CH3:75])[CH2:29][CH2:2][CH2:28]1)([CH3:14])([CH3:15])[CH3:16] |f:0.1|. Reported procedure: At 0° C., N-(3-dimethylaminopropyl)-N′-ethylcarbodiimide hydrochloride (85 mg, 0.44 mmol) was added to a solution of (2E)-5-(tert-butoxycarbonylamino)-5-methylhex-2-enoic acid (113 mg, 0.44 mmol) and 1-hydroxy-7-azabenzotriazole (60 mg, 0.44 mmol) in dichloromethane (5 ml) and N,N-dimethylformamide (5 ml). The reaction mixture was stirred for 20 mm at 0° C. A solution of (2R)—N-[(1R)-1-benzyl-2-((3S)-3-((dimethylamino)methyl)piperidin-1-yl)-2-oxoethyl]-N-methyl-2-(methylamino)-3-(2-naphthyl)prop...